Dataset: the Open Reaction Database (ORD), a public repository of structured organic reaction records. Task: describe an organic reaction: reactants, conditions, products, and yield Starting materials: NC1CC2=CC=C(C=C2C1)NC(=O)C=1C(=CC=CC1)C1=CC=C(C=C1)C(F)(F)F (4′-trifluoromethylbiphenyl-2-carboxylic acid (2-amino-indan-5-yl)-amide), C(C)(C)N(CC)C(C)C (diisopropylethyl amine), C(C)(=O)OCC (ethyl acetate), C1(=CC=CC=C1)S(=O)(=O)Cl (benzenesulfonyl chloride). Run in C(Cl)Cl (methylene chloride). Conditions: time 1 hour. The product is C1(=CC=CC=C1)S(=O)(=O)NC1CC2=CC=C(C=C2C1)NC(=O)C=1C(=CC=CC1)C1=CC=C(C=C1)C(F)(F)F (4′-trifluoromethyl-biphenyl-2-carboxylic acid (2-benzenesulfonylamino-indan-5-yl)-amide). As a reaction SMILES: [NH2:1][CH:2]1[CH2:10][C:9]2[C:4](=[CH:5][CH:6]=[C:7]([NH:11][C:12]([C:14]3[C:15]([C:20]4[CH:25]=[CH:24][C:23]([C:26]([F:29])([F:28])[F:27])=[CH:22][CH:21]=4)=[CH:16][CH:17]=[CH:18][CH:19]=3)=[O:13])[CH:8]=2)[CH2:3]1.C(N(C(C)C)CC)(C)C.[C:39]1([S:45](Cl)(=[O:47])=[O:46])[CH:44]=[CH:43][CH:42]=[CH:41][CH:40]=1.C(OCC)(=O)C>C(Cl)Cl>[C:39]1([S:45]([NH:1][CH:2]2[CH2:10][C:9]3[C:4](=[CH:5][CH:6]=[C:7]([NH:11][C:12]([C:14]4[C:15]([C:20]5[CH:21]=[CH:22][C:23]([C:26]([F:27])([F:28])[F:29])=[CH:24][CH:25]=5)=[CH:16][CH:17]=[CH:18][CH:19]=4)=[O:13])[CH:8]=3)[CH2:3]2)(=[O:47])=[O:46])[CH:44]=[CH:43][CH:42]=[CH:41][CH:40]=1. Procedure: To a solution of the title F compound (4′-trifluoromethylbiphenyl-2-carboxylic acid (2-amino-indan-5-yl)-amide, 0.100 g, 0.250 mmol) in methylene chloride (10 mL) is added diisopropylethyl amine (0.036 g, 0.280 mmol) followed by benzenesulfonyl chloride (0.046 g, 0.260 mmol). After 1 h, the reaction mixture is poured into ethyl acetate and washed with 1 N HCl, 8% NaHCO3 solution, water, and brine. The organic layer is dried (MgSO4) and concentrated under reduced pressure to give an oil which is ... Yield: 49.4%. The solvent is C(C)O (ethanol), C(C)O (ethanol). RXN SMILES: [CH3:1][NH:2][NH2:3].[Cl:4][C:5]1[CH:10]=[C:9]([C:11]([F:14])([F:13])[F:12])[CH:8]=[C:7]([Cl:15])[C:6]=1[C:16](=O)[CH2:17][C:18]([O:20]CC)=O>C(O)C>[Cl:4][C:5]1[CH:10]=[C:9]([C:11]([F:14])([F:13])[F:12])[CH:8]=[C:7]([Cl:15])[C:6]=1[C:16]1[CH:17]=[C:18]([OH:20])[N:2]([CH3:1])[N:3]=1. Yields the product ClC1=C(C(=CC(=C1)C(F)(F)F)Cl)C1=NN(C(=C1)O)C (3-(2,6-dichloro-4-trifluoromethylphenyl)-5-hydroxy-1-methylpyrazole). Starting materials: CNN (methylhydrazine), ClC1=C(C(=CC(=C1)C(F)(F)F)Cl)C(CC(=O)OCC)=O (ethyl 3-(2,6-dichloro-4-trifluoromethylphenyl)-3-oxopropionate). Reaction conditions: time 1 hour. Reported procedure: A solution of 1.0 g of methylhydrazine in 15 ml of ethanol was added dropwise to 6.0 g of ethyl 3-(2,6-dichloro-4-trifluoromethylphenyl)-3-oxopropionate (5) in 50 ml of ethanol at room temperature, and the mixture was thereafter stirred at room temperature for 1 hour and further refluxed overnight. The reaction mixture was concentrated under reduced pressure to obtain a residue, which was washed with hexane to give 2.8 g of the desired compound in the form of white crystals (crude yield 50.0%).